Dataset: the Open Reaction Database (ORD), a public repository of structured organic reaction records. Task: describe an organic reaction: reactants, conditions, products, and yield Product: N=C1NC(=N)C(=C2NC(=N)C3=C2CCCC3)S1. The reactants are CO, Cl, N=C1CSC(=N)N1, N=C1NC(=N)C2=C1CCCC2. Reaction SMILES: [CH3:20][OH:21].[ClH:1].[NH:2]=[C:3]1[S:4][CH2:5][C:6](=[NH:8])[NH:7]1.[NH:9]=[C:10]1[NH:11][C:12](=[NH:19])[C:13]2=[C:18]1[CH2:17][CH2:16][CH2:15][CH2:14]2>>[NH:2]=[C:3]1[S:4][C:5](=[C:12]2[NH:11][C:10](=[NH:9])[C:18]3=[C:13]2[CH2:14][CH2:15][CH2:16][CH2:17]3)[C:6](=[NH:8])[NH:7]1. Run at temperature 45 celsius, time 3 hour. Reaction SMILES: [OH-].[Na+].O.[Cl:4][C:5]1[CH:10]=[C:9]([Cl:11])[CH:8]=[CH:7][C:6]=1[CH:12]([OH:19])[CH2:13][N:14]1[CH:18]=[CH:17][N:16]=[CH:15]1.Cl.[Cl:21][N:22]1[C:31]2[CH:30]=[C:29]3[O:32][CH2:33][O:34][C:28]3=[CH:27][C:26]=2[CH:25]=[C:24](CCl)[CH2:23]1.O1CCC[CH2:38]1>[Cl-].C([N+](C)(C)C)C1C=CC=CC=1>[ClH:4].[Cl:21][N:22]1[C:31]2[CH:30]=[C:29]3[O:32][CH2:33][O:34][C:28]3=[CH:27][C:26]=2[CH:25]=[CH:24][CH:23]1[CH2:38][O:19][CH:12]([C:6]1[CH:7]=[CH:8][C:9]([Cl:11])=[CH:10][C:5]=1[Cl:4])[CH2:13][N:14]1[CH:18]=[CH:17][N:16]=[CH:15]1 |f:0.1,4.5,7.8,9.10|. Yields the product Cl.ClN1C(C=CC=2C=C3C(=CC12)OCO3)COC(CN3C=NC=C3)C3=C(C=C(C=C3)Cl)Cl (5-Chloro-6-[[1-(2,4-dichlorophenyl)-2-(1H-imidazol-1-yl)ethoxy]methyl]-1,3-dioxolo[4,5-g]quinoline, hydrochloride). The reagents and catalysts are [Cl-].C(C1=CC=CC=C1)[N+](C)(C)C (benzyltrimethylammonium chloride). Procedure: In a three-necked flask, fitted with stirrer, reflux condenser and gas inlet tube, are introduced 17.0 g of sodium hydroxide (0.425 mol) and 16 ml of water. While passing nitrogen through the flask, the solution is cooled to 45° C. and then are added 4.5 g of 1-(2,4-dichlorophenyl)-2-(1H-imidazol-1-yl)ethanol (0.0174 mol) [prepared according to J. Med. Chem., Vol. 12, 784 (1969)], 0.3 g of benzyltrimethylammonium chloride and 30 ml of of tetrahydrofuran. To the mixture, which is warmed to 50° C.... The reactants are Cl.ClN1CC(=CC=2C=C3C(=CC12)OCO3)CCl (5-chloro-7-chloromethyl-1,3-dioxolo[4,5-g]quinoline, hydrochloride), [OH-].[Na+] (sodium hydroxide), O (water), ClC1=C(C=CC(=C1)Cl)C(CN1C=NC=C1)O (1-(2,4-dichlorophenyl)-2-(1H-imidazol-1-yl)ethanol), O1CCCC1 (tetrahydrofuran). Starting materials: ClC=1C=C(C=CC1Cl)N1CCN(CC1)CCCO (3-(4-(3,4-dichlorophenyl)piperazine-1-yl)propan-1-ol), C1=CC=C(C=C1)P(C2=CC=CC=C2)C3=CC=CC=C3 (triphenylphosphine resin), N1C=NC=C1 (imidazole), II (iodine). Solvent: C(Cl)Cl (DCM). Product: ClC=1C=C(C=CC1Cl)N1CCN(CC1)CCCI (1-(3,4-dichlorophenyl)-4-(3-iodopropyl)piperazine). Reaction SMILES: [Cl:1][C:2]1[CH:3]=[C:4]([N:9]2[CH2:14][CH2:13][N:12]([CH2:15][CH2:16][CH2:17]O)[CH2:11][CH2:10]2)[CH:5]=[CH:6][C:7]=1[Cl:8].C1C=CC(P(C2C=CC=CC=2)C2C=CC=CC=2)=CC=1.N1C=CN=C1.[I:43]I>C(Cl)Cl>[Cl:1][C:2]1[CH:3]=[C:4]([N:9]2[CH2:14][CH2:13][N:12]([CH2:15][CH2:16][CH2:17][I:43])[CH2:11][CH2:10]2)[CH:5]=[CH:6][C:7]=1[Cl:8]. Procedure: Compound 7p was mixed with triphenylphosphine resin, imidazole and iodine in DCM as described in General Procedure B. The product compound 11p was used without further purification for the next reaction. MS (LC/MS, ESI): 399 (M+H). Starting materials: ClC1=CC=C(C=C1)C1=NNC=C1C1=NC(=NC=C1)NC1=CC=C(C=C1)CN1CCN(CC1)C ({4-[3-(4-chloro-phenyl)-1H-pyrazol-4-yl]-pyrimidin-2-yl}-[4-(4-methyl-piperazin-1-ylmethyl)-phenyl]-amine), CO (methanol). Product: ClC1=CC=C(C=C1)C1=C(C=NN1C)C1=NC(=NC=C1)NC1=CC=C(C=C1)CN1CCN(CC1)C ({4-[5-(4Chloro-phenyl)-1-methyl-1H-pyrazol-4-yl]-pyrimidin-2-yl}-[4-(4-methyl-piperazin-1-ylmethyl)-phenyl]-amine). Reaction SMILES: [Cl:1][C:2]1[CH:7]=[CH:6][C:5]([C:8]2[C:12]([C:13]3[CH:18]=[CH:17][N:16]=[C:15]([NH:19][C:20]4[CH:25]=[CH:24][C:23]([CH2:26][N:27]5[CH2:32][CH2:31][N:30]([CH3:33])[CH2:29][CH2:28]5)=[CH:22][CH:21]=4)[N:14]=3)=[CH:11][NH:10][N:9]=2)=[CH:4][CH:3]=1.[CH3:34]O>>[Cl:1][C:2]1[CH:7]=[CH:6][C:5]([C:8]2[N:9]([CH3:34])[N:10]=[CH:11][C:12]=2[C:13]2[CH:18]=[CH:17][N:16]=[C:15]([NH:19][C:20]3[CH:21]=[CH:22][C:23]([CH2:26][N:27]4[CH2:28][CH2:29][N:30]([CH3:33])[CH2:31][CH2:32]4)=[CH:24][CH:25]=3)[N:14]=2)=[CH:4][CH:3]=1. Reported procedure: The title compound is prepared as described in Example 54 starting from {4-[3-(4-chloro-phenyl)-1H-pyrazol-4-yl]-pyrimidin-2-yl)}-[4-(4-methyl-piperazin-1-yl-methyl)-phenyl]-amine (Example 32) and methanol. Reactants: O=C(c1ccc(Cl)s1)C(Br)CC(=O)N1CCCC1C(=O)O, [O-]C(=S)c1ccccc1, CC#N, [Na+]. Yields the product O=C(SC(CC(=O)N1CCCC1C(=O)O)C(=O)c1ccc(Cl)s1)c1ccccc1. Reaction SMILES: [Br:1][CH:2]([CH2:3][C:4](=[O:5])[N:6]1[CH:7]([C:8](=[O:9])[OH:10])[CH2:11][CH2:12][CH2:13]1)[C:14]([c:15]1[cH:16][cH:17][c:18]([Cl:20])[s:19]1)=[O:21].[C:22]([c:23]1[cH:24][cH:25][cH:26][cH:27][cH:28]1)(=[S:29])[O-:30].[CH3:32][C:33]#[N:34].[Na+:31]>>[CH:2]([CH2:3][C:4](=[O:5])[N:6]1[CH:7]([C:8](=[O:9])[OH:10])[CH2:11][CH2:12][CH2:13]1)([C:14]([c:15]1[cH:16][cH:17][c:18]([Cl:20])[s:19]1)=[O:21])[S:29][C:22]([c:23]1[cH:24][cH:25][cH:26][cH:27][cH:28]1)=[O:30].